From a dataset of the Open Reaction Database (ORD), a public repository of structured organic reaction records. describe an organic reaction: reactants, conditions, products, and yield Reactants: FC1=CC=C(C=C1)C1=CC(=C(OCCCCl)C=C1OC)Br (3-(4-(4-fluorophenyl)-2-bromo-5-methoxyphenoxy)propyl chloride), OC1=C(C=CC=C1)CCC(=O)OCC (ethyl 3-(2-hydroxyphenyl)propionate). Product: BrC1=C(OCCCOC2=C(C=CC=C2)CCC(=O)OCC)C=C(C(=C1)C1=CC=C(C=C1)F)OC (Ethyl 3-(2-(3-(2-bromo-4-(4-fluorophenyl)-5-methoxyphenoxy)propoxy)phenyl)propionate). The yield is 76.0%. Reaction SMILES: [F:1][C:2]1[CH:7]=[CH:6][C:5]([C:8]2[C:18]([O:19][CH3:20])=[CH:17][C:11]([O:12][CH2:13][CH2:14][CH2:15]Cl)=[C:10]([Br:21])[CH:9]=2)=[CH:4][CH:3]=1.[OH:22][C:23]1[CH:28]=[CH:27][CH:26]=[CH:25][C:24]=1[CH2:29][CH2:30][C:31]([O:33][CH2:34][CH3:35])=[O:32]>>[Br:21][C:10]1[CH:9]=[C:8]([C:5]2[CH:6]=[CH:7][C:2]([F:1])=[CH:3][CH:4]=2)[C:18]([O:19][CH3:20])=[CH:17][C:11]=1[O:12][CH2:13][CH2:14][CH2:15][O:22][C:23]1[CH:28]=[CH:27][CH:26]=[CH:25][C:24]=1[CH2:29][CH2:30][C:31]([O:33][CH2:34][CH3:35])=[O:32]. Procedure: The title intermediate was prepared from 3-(4-(4-fluorophenyl)-2-bromo-5-methoxyphenoxy)propyl chloride and ethyl 3-(2-hydroxyphenyl)propionate in 76% yield by the procedure of Preparation 36. NMR Starting materials: O.NN (hydrazine monohydrate), C(C)(C)(C)C=1C=CC2=C(C=C(O2)C(COC2=CC=C(C=C2)C(=O)O)=O)C1 (5-tert-Butyl-2-(4-carboxyphenoxyacetyl)benzofuran), Cl (hydrochloric acid), [OH-].[K+] (Potassium hydroxide). The solvent is C(COCCO)O (Diethylene glycol). Conditions: temperature 90 celsius, time 40 minute. Product: C(C)(C)(C)C=1C=CC2=C(C=C(O2)CCOC2=CC=C(C=C2)C(=O)O)C1 (5-tert-Butyl-2-[2-(4-carboxyphenoxy)ethyl]benzofuran). The yield is 89.6%. As a reaction SMILES: O.NN.[C:4]([C:8]1[CH:9]=[CH:10][C:11]2[O:15][C:14]([C:16](=O)[CH2:17][O:18][C:19]3[CH:24]=[CH:23][C:22]([C:25]([OH:27])=[O:26])=[CH:21][CH:20]=3)=[CH:13][C:12]=2[CH:29]=1)([CH3:7])([CH3:6])[CH3:5].[OH-].[K+].Cl>C(O)COCCO>[C:4]([C:8]1[CH:9]=[CH:10][C:11]2[O:15][C:14]([CH2:16][CH2:17][O:18][C:19]3[CH:20]=[CH:21][C:22]([C:25]([OH:27])=[O:26])=[CH:23][CH:24]=3)=[CH:13][C:12]=2[CH:29]=1)([CH3:7])([CH3:5])[CH3:6] |f:0.1,3.4|. Reported procedure: Diethylene glycol (10 ml) and 285 mg of hydrazine monohydrate were added to 5-tert-butyl-2-(4-carboxyphenoxyacetyl)benzofuran (1 g) obtained in Example 14 and the mixture was stirred at 90° C. for 40 minutes. Potassium hydroxide (398 mg) was added to the mixture and then heated at 120° C. for 2 hours with stirring and further heated at 180°-190° C. for 3 hours. The reaction mixture was poured into aqueous solution of hydrochloric acid and the crystals separated out therefrom were filtered to giv... Reactants: C(C)[SiH](CC)CC (triethylsilane), CC=1NC2=CC=CC=C2C1 (2-Methyl-1H-indole), COC(C1=CC=C(C=C1)CCC=O)=O (4-(3-Oxo-propyl)-benzoic acid methyl ester), C(=O)(C(F)(F)F)O (TFA). Solvent: C(Cl)Cl (methylene chloride). Run at time 8 hour. Product: COC(C1=CC=C(C=C1)CCCC1=C(NC2=CC=CC=C12)C)=O (4-[3-(2-Methyl-1H-indol-3-yl)-propyl]-benzoic acid methyl ester). As a reaction SMILES: [CH3:1][C:2]1[NH:3][C:4]2[C:9]([CH:10]=1)=[CH:8][CH:7]=[CH:6][CH:5]=2.[CH3:11][O:12][C:13](=[O:24])[C:14]1[CH:19]=[CH:18][C:17]([CH2:20][CH2:21][CH:22]=O)=[CH:16][CH:15]=1.C(O)(C(F)(F)F)=O.C([SiH](CC)CC)C>C(Cl)Cl>[CH3:11][O:12][C:13](=[O:24])[C:14]1[CH:19]=[CH:18][C:17]([CH2:20][CH2:21][CH2:22][C:10]2[C:9]3[C:4](=[CH:5][CH:6]=[CH:7][CH:8]=3)[NH:3][C:2]=2[CH3:1])=[CH:16][CH:15]=1. Reported procedure: To a solution of 2-Methyl-1H-indole (0.86 g, 5.2 mmol) and 4-(3-Oxo-propyl)-benzoic acid methyl ester (1.0 g, 5.2 mmol) in methylene chloride (50 mL), was added TFA (1.78 g, 15.6 mmol), followed by triethylsilane (1.81 g, 15.6 mmol). The reaction mixture was stirred overnight, quenched with sat. NaHCO3 solution (50 mL), and the organic layer was washed with sat. NaHCO3 solution, water, brine, and dried (Na2SO4). Solvent was removed under reduced pressure, and the residue was purified by flash co... Reaction conditions: time 30 minute. Reaction SMILES: O=C(Cl)OC(Cl)(Cl)Cl.[Cl:9][CH2:10][C:11]([NH:13][C:14]1[S:15][CH:16]=[C:17]([C:19](=[N:23][O:24][CH3:25])[C:20]([OH:22])=O)[N:18]=1)=[O:12].[NH2:26][C@H:27]1[C@H:30]([S:31][CH3:32])[NH:29][C:28]1=[O:33].C1OC1C>C(Cl)Cl.C(N(CC)CC)C.CN(C=O)C>[Cl:9][CH2:10][C:11]([NH:13][C:14]1[S:15][CH:16]=[C:17]([C:19](=[N:23][O:24][CH3:25])[C:20]([NH:26][C@H:27]2[C@H:30]([S:31][CH3:32])[NH:29][C:28]2=[O:33])=[O:22])[N:18]=1)=[O:12]. Reactants: N[C@@H]1C(N[C@H]1SC)=O ((3R,4S)-3-amino-4-methylthio-2-oxoazetidine), C1C(C)O1 (propylene oxide), O=C(OC(Cl)(Cl)Cl)Cl (diphosgene), ClCC(=O)NC=1SC=C(N1)C(C(=O)O)=NOC (2-(2-chloroacetamidothiazol-4-yl)-2-methoxyiminoacetic acid). The product is ClCC(=O)NC=1SC=C(N1)C(C(=O)N[C@@H]1C(N[C@H]1SC)=O)=NOC ((3R,4S)-3-[2-(2-chloroacetamidothiazol-4-yl)-2-methoxyiminoacetamido]-4-methylthio-2-oxoazetidine). The solvent is C(C)N(CC)CC (triethyl amine), C(Cl)Cl (methylene chloride), C(C)N(CC)CC (triethylamine), C(Cl)Cl (methylene chloride), CN(C)C=O (DMF). Reported procedure: To a solution of 0.228 g of DMF in 5 ml of methylene chloride is added at -10° C. 0.137 ml of diphosgene. The mixture is then stirred for 30 minutes at room temperature, to which is added at a temperature of -70° C. 15 ml of methylene chloride solution containing 0.80 g of 2-(2-chloroacetamidothiazol-4-yl)-2-methoxyiminoacetic acid and 0.316 g of triethylamine. The mixture is stirred for two hours at -25° C., then cooled to -70° C., followed by addition of 0.632 g of triethyl amine, 0.69 g of to... Starting materials: FC(C(=O)O)(F)F (trifluoroacetic acid), C(C)[SiH](CC)CC (triethylsilane), O1CCOC2=C1C=CC=C2C(O)C=2N=CN(C2)C(C2=CC=CC=C2)(C2=CC=CC=C2)C2=CC=CC=C2 ((2,3-dihydro-benzo[1,4]dioxin-5-yl)-(1-trityl-1H-imidazol-4-yl)-methanol), O1CCOC2=C1C=CC=C2C(O)C=2N=CN(C2)C(C2=CC=CC=C2)(C2=CC=CC=C2)C2=CC=CC=C2 ((2,3-dihydro-benzo[1,4]dioxin-5-yl)-(1-trityl-1H-imidazol-4-yl)-methanol), C(=O)(C(F)(F)F)O (TFA). The solvent is ClCCl (dichloromethane). Yields the product O1CCOC2=C1C=CC=C2CC2=CN=CN2 (5-(2,3-dihydro-benzo[1,4]dioxin-5-ylmethyl)-1H-imidazole). Isolated yield 72.3%. As a reaction SMILES: [O:1]1[C:6]2[CH:7]=[CH:8][CH:9]=[C:10]([CH:11]([C:13]3[N:14]=[CH:15][N:16](C(C4C=CC=CC=4)(C4C=CC=CC=4)C4C=CC=CC=4)[CH:17]=3)O)[C:5]=2[O:4][CH2:3][CH2:2]1.C(O)(C(F)(F)F)=O.C([SiH](CC)CC)C>ClCCl>[O:1]1[C:6]2[CH:7]=[CH:8][CH:9]=[C:10]([CH2:11][C:13]3[NH:14][CH:15]=[N:16][CH:17]=3)[C:5]=2[O:4][CH2:3][CH2:2]1. Procedure details: A solution of (2,3-dihydro-benzo[1,4]dioxin-5-yl)-(1-trityl-1H-imidazol-4-yl)-methanol (Intermediate A3) (1 g, 2.11 mmol) in dichloromethane (30 mL) was reacted with TFA:trifluoroacetic acid (5.3 mL, 68 mmol)) and triethylsilane (TES) (2.8 mL, 17 mmol) at rt for 24 h. The mixture was evaporated under reduced pressure and quenched with solid NaHCO3. This material was subjected to an aqueous work-up and the residue was purified by chromatography on silica gel with 5% NH3-MeOH:CH2Cl2 to yield 5-(2,...